Dataset: the Open Reaction Database (ORD), a public repository of structured organic reaction records. Task: describe an organic reaction: reactants, conditions, products, and yield Starting materials: CC(=O)O[BH-](OC(C)=O)OC(C)=O, O=C([O-])O, CN1CCNCC1, CC(=O)O, ClCCCl, Nc1ncnc2c1c(-c1ccc(Oc3ccccc3)cc1)nn2C1CCC(=O)CC1, [Na+], [Na+], O. Yields the product CN1CCN(C2CCC(n3nc(-c4ccc(Oc5ccccc5)cc4)c4c(N)ncnc43)CC2)CC1. RXN SMILES: [C:38]([O:39][BH-:40]([O:41][C:42](=[O:43])[CH3:44])[O:45][C:46](=[O:47])[CH3:48])(=[O:49])[CH3:50].[C:56](=[O:57])([OH:58])[O-:59].[CH3:31][N:32]1[CH2:33][CH2:34][NH:35][CH2:36][CH2:37]1.[CH3:52][C:53](=[O:54])[OH:55].[Cl:62][CH2:63][CH2:64][Cl:65].[NH2:1][c:2]1[c:3]2[c:4]([n:5][cH:6][n:7]1)[n:8]([CH:24]1[CH2:25][CH2:26][C:27](=[O:30])[CH2:28][CH2:29]1)[n:9][c:10]2-[c:11]1[cH:12][cH:13][c:14]([O:17][c:18]2[cH:19][cH:20][cH:21][cH:22][cH:23]2)[cH:15][cH:16]1.[Na+:51].[Na+:60].[OH2:61]>>[NH2:1][c:2]1[c:3]2[c:4]([n:5][cH:6][n:7]1)[n:8]([CH:24]1[CH2:25][CH2:26][CH:27]([N:35]3[CH2:34][CH2:33][N:32]([CH3:31])[CH2:37][CH2:36]3)[CH2:28][CH2:29]1)[n:9][c:10]2-[c:11]1[cH:12][cH:13][c:14]([O:17][c:18]2[cH:19][cH:20][cH:21][cH:22][cH:23]2)[cH:15][cH:16]1. The reactants are [OH-].[Li+] (Lithium hydroxide), FC=1C=CC(=C(C1)C1=NC=C(C(=O)OC)C=C1)O (methyl 6-(5-fluoro-2-hydroxyphenyl)nicotinate), [OH-].[Li+] (lithium hydroxide). Run in CO (MeOH). Conditions: temperature 0 celsius, time 0.5 hour. Yields the product FC=1C=CC(=C(C1)C1=NC=C(C(=O)O)C=C1)O (6-(5-Fluoro-2-hydroxyphenyl)nicotinic acid). Isolated yield 82.2%. Reaction SMILES: [F:1][C:2]1[CH:3]=[CH:4][C:5]([OH:18])=[C:6]([C:8]2[CH:17]=[CH:16][C:11]([C:12]([O:14]C)=[O:13])=[CH:10][N:9]=2)[CH:7]=1.[OH-].[Li+]>CO>[F:1][C:2]1[CH:3]=[CH:4][C:5]([OH:18])=[C:6]([C:8]2[CH:17]=[CH:16][C:11]([C:12]([OH:14])=[O:13])=[CH:10][N:9]=2)[CH:7]=1 |f:1.2|. Procedure: methyl 6-(5-fluoro-2-hydroxyphenyl)nicotinate (1.47 g, 6.0 mmol) was dissolved in MeOH (35 ml) and cooled to 0° C. Lithium hydroxide (0.71 g, 30.0 mmol) was then added and the mixture stirred at 0° C. for 0.5 h. The mixture was then allowed to warm to room temperature. Additional lithium hydroxide (0.43 g, 18.0 mmol) was added and the allowed to stir at room temperature for 72 h. The mixture was then concentrated in vacuo and the resulting yellow solid dissolved in water (150 ml). Acidified to p... Reactants: C(=O)(OCC)CC(=O)NC(=O)OCC (N-(2-carbethoxyacetyl)urethane), C(OCC)(OCC)OCC (triethyl orthoformate). Run in C(C)(=O)OC(C)=O (acetic anhydride). Product: C(=O)(OCC)C(C(=O)NC(=O)OCC)=COCC (α-carbethoxy-β-ethoxy-N-ethoxycarbonylacrylamide). Reaction SMILES: [C:1]([CH2:6][C:7]([NH:9][C:10]([O:12][CH2:13][CH3:14])=[O:11])=[O:8])([O:3][CH2:4][CH3:5])=[O:2].[CH:15](OCC)(OCC)[O:16][CH2:17][CH3:18]>C(OC(=O)C)(=O)C>[C:1]([C:6](=[CH:15][O:16][CH2:17][CH3:18])[C:7]([NH:9][C:10]([O:12][CH2:13][CH3:14])=[O:11])=[O:8])([O:3][CH2:4][CH3:5])=[O:2]. Procedure details: Following the procedure of Example 1, N-(2-carbethoxyacetyl)urethane is reacted with triethyl orthoformate in acetic anhydride to give α-carbethoxy-β-ethoxy-N-ethoxycarbonylacrylamide. This is reacted with 2,4,6-trichlorophenylhydrazine, giving α-carbethoxy-β-(2,4,6-trichlorophenylhydrazino)-N-ethoxycarbonylacrylamide which is cyclized to yield 5-carbethoxy-1-(2,4,6-trichloroanilino)-2,4-pyrimidinedione. Starting materials: ClCCl, CN(C)C(=O)c1ccc(Oc2cc(C(=O)Nc3ccc(CO)cn3)cc3c2CC(C)(C)O3)cc1F. Yields the product CN(C)C(=O)c1ccc(Oc2cc(C(=O)Nc3ccc(C=O)cn3)cc3c2CC(C)(C)O3)cc1F. RXN SMILES: [Cl:36][CH2:37][Cl:38].[OH:1][CH2:2][c:3]1[cH:4][cH:5][c:6]([NH:9][C:10](=[O:11])[c:12]2[cH:13][c:14]3[c:15]([c:21]([O:23][c:24]4[cH:25][c:26]([F:35])[c:27]([C:30]([N:31]([CH3:32])[CH3:33])=[O:34])[cH:28][cH:29]4)[cH:22]2)[CH2:16][C:17]([CH3:19])([CH3:20])[O:18]3)[n:7][cH:8]1>>[O:1]=[CH:2][c:3]1[cH:4][cH:5][c:6]([NH:9][C:10](=[O:11])[c:12]2[cH:13][c:14]3[c:15]([c:21]([O:23][c:24]4[cH:25][c:26]([F:35])[c:27]([C:30]([N:31]([CH3:32])[CH3:33])=[O:34])[cH:28][cH:29]4)[cH:22]2)[CH2:16][C:17]([CH3:19])([CH3:20])[O:18]3)[n:7][cH:8]1. Starting materials: C(#N)C1=CC=C(OC2=NC(=CC=C2NS(=O)(=O)C2=CC=C(C=C2)F)OC2=CC=C(C=C2)C#N)C=C1 (2,6-Bis-(4-cyano-phenoxy)-3-(4-fluorobenzene-sulphonamido)-pyridine). The solvent is C(C)O (ethanol). Reaction conditions: time 8 hour. Product: C(C)OC(=N)C1=CC=C(OC2=NC(=CC=C2NS(=O)(=O)C2=CC=C(C=C2)F)OC2=CC=C(C=C2)C(=N)OCC)C=C1 (2,6-Bis-(4-ethoxycarbonimidoyl-phenoxy)-3-(4-fluorobenzene-sulphonamido)-pyridine). Yield: 260.7%. Reaction SMILES: [C:1]([C:3]1[CH:35]=[CH:34][C:6]([O:7][C:8]2[C:13]([NH:14][S:15]([C:18]3[CH:23]=[CH:22][C:21]([F:24])=[CH:20][CH:19]=3)(=[O:17])=[O:16])=[CH:12][CH:11]=[C:10]([O:25][C:26]3[CH:31]=[CH:30][C:29]([C:32]#[N:33])=[CH:28][CH:27]=3)[N:9]=2)=[CH:5][CH:4]=1)#[N:2]>C(O)C>[CH2:6]([O:7][C:1]([C:3]1[CH:35]=[CH:34][C:6]([O:7][C:8]2[C:13]([NH:14][S:15]([C:18]3[CH:23]=[CH:22][C:21]([F:24])=[CH:20][CH:19]=3)(=[O:17])=[O:16])=[CH:12][CH:11]=[C:10]([O:25][C:26]3[CH:31]=[CH:30][C:29]([C:32]([O:25][CH2:10][CH3:11])=[NH:33])=[CH:28][CH:27]=3)[N:9]=2)=[CH:5][CH:4]=1)=[NH:2])[CH3:5]. Procedure: 2,6-Bis-(4-cyano-phenoxy)-3-(4-fluorobenzene-sulphonamido)-pyridine 0.3 g (0.61 mmol) was added to 70 ml of ethanol (saturated with HCl gas at −25° C.) and the reaction mixture was kept in a tight vessel at room temperature overnight. The reaction mixture was concentrated under reduced pressure to afford 0.46 g of the crude product which was taken for the next step without purification. Percentage purity: 51.1%, (M+1)=578.1+1. Reactants: ClC1=CC=C(CNC(=O)C=2C(C3=C(N(C2)C)C(=C(S3)CCl)C)=O)C=C1 (N-(4-chlorobenzyl)-2-(chloromethyl)-3,4-dimethyl-7-oxo-4,7-dihydrothieno[3,2-b]pyridine-6-carboxamide), OCC1=CC=C(C=C1)C(CNC)O (1-[4-(hydroxymethyl)phenyl]-2-(methylamino)ethanol), C(C)(C)N(CC)C(C)C (diisopropylethylamine). Solvent: CN(C)C=O (DMF), O (water). Run at temperature 60 celsius, time 5 hour. The product is ClC1=CC=C(CNC(=O)C=2C(C3=C(N(C2)C)C(=C(S3)CN(C)CC(C3=CC=C(C=C3)CO)O)C)=O)C=C1 (N-(4-chlorobenzyl)-2-{[{2-hydroxy-2-[4-(hydroxymethyl)phenyl]ethyl}(methyl)amino]methyl}-3,4-dimethyl-7-oxo-4,7-dihydrothieno[3,2-b]pyridine-6-carboxamide). The yield is 68.1%. As a reaction SMILES: [Cl:1][C:2]1[CH:25]=[CH:24][C:5]([CH2:6][NH:7][C:8]([C:10]2[C:11](=[O:23])[C:12]3[S:19][C:18]([CH2:20]Cl)=[C:17]([CH3:22])[C:13]=3[N:14]([CH3:16])[CH:15]=2)=[O:9])=[CH:4][CH:3]=1.[OH:26][CH2:27][C:28]1[CH:33]=[CH:32][C:31]([CH:34]([OH:38])[CH2:35][NH:36][CH3:37])=[CH:30][CH:29]=1.C(N(C(C)C)CC)(C)C>CN(C=O)C.O>[Cl:1][C:2]1[CH:3]=[CH:4][C:5]([CH2:6][NH:7][C:8]([C:10]2[C:11](=[O:23])[C:12]3[S:19][C:18]([CH2:20][N:36]([CH2:35][CH:34]([OH:38])[C:31]4[CH:32]=[CH:33][C:28]([CH2:27][OH:26])=[CH:29][CH:30]=4)[CH3:37])=[C:17]([CH3:22])[C:13]=3[N:14]([CH3:16])[CH:15]=2)=[O:9])=[CH:24][CH:25]=1. Procedure details: A mixture of N-(4-chlorobenzyl)-2-(chloromethyl)-3,4-dimethyl-7-oxo-4,7-dihydrothieno[3,2-b]pyridine-6-carboxamide (100 mg, 0.25 mmol), 1-[4-(hydroxymethyl)phenyl]-2-(methylamino)ethanol (Preparation 93) (69 mg, 0.38 mmol) and diisopropylethylamine (67 μL, 0.38 mmol) in dry DMF (5 mL) was heated to 60° C., becoming a solution. The reaction was stirred for 5 hours at that temperature. After cooling to room temperature, the solution was diluted with water (15 mL). The resulting milky suspension wa...